From a dataset of the Open Reaction Database (ORD), a public repository of structured organic reaction records. describe an organic reaction: reactants, conditions, products, and yield Reactants: C(C1=CC=CC=C1)(=O)O[C@H]1[C@@H]([C@@H]2[C@@H](OC(C2)=O)C1)\C=C\C(COC1=CC(=CC=C1)Cl)=O ((3aR, 4R, 5R, 6aS)-5-(Benzoyloxy)-4-[(E)-4-(3-chlorophenoxy)-3-oxo-1-butenyl]-hexahydro-2H-cyclopenta[b]furan-2-one), B([C@@H]1C[C@@H]2C[C@H]([C@H]1C)C2(C)C)([C@@H]3C[C@@H]4C[C@H]([C@H]3C)C4(C)C)Cl ((−)-B-chlorodiisopinocampheylborane). Solvent: C1CCOC1 (THF), C1CCOC1 (THF). Reaction conditions: time 4 hour. The product is C(C1=CC=CC=C1)(=O)O[C@H]1[C@@H]([C@@H]2[C@@H](OC(C2)=O)C1)\C=C\[C@H](COC1=CC(=CC=C1)Cl)O ((3aR, 4R, 5R, 6aS)-5-(Benzoyloxy)-4-[(E)-(3R)4-(3-chlorophenoxy)-3-hydroxy-1-butenyl]-hexahydro-2H-cyclopenta[b]furan-2-one). The yield is 48.2%. As a reaction SMILES: [C:1]([O:9][C@@H:10]1[CH2:18][C@@H:13]2[O:14][C:15](=[O:17])[CH2:16][C@@H:12]2[C@H:11]1/[CH:19]=[CH:20]/[C:21](=[O:31])[CH2:22][O:23][C:24]1[CH:29]=[CH:28][CH:27]=[C:26]([Cl:30])[CH:25]=1)(=[O:8])[C:2]1[CH:7]=[CH:6][CH:5]=[CH:4][CH:3]=1.B(Cl)([C@H]1[C@H](C)[C@@H]2C(C)(C)[C@@H](C2)C1)[C@H]1[C@H](C)[C@@H]2C(C)(C)[C@@H](C2)C1>C1COCC1>[C:1]([O:9][C@@H:10]1[CH2:18][C@@H:13]2[O:14][C:15](=[O:17])[CH2:16][C@@H:12]2[C@H:11]1/[CH:19]=[CH:20]/[C@@H:21]([OH:31])[CH2:22][O:23][C:24]1[CH:29]=[CH:28][CH:27]=[C:26]([Cl:30])[CH:25]=1)(=[O:8])[C:2]1[CH:3]=[CH:4][CH:5]=[CH:6][CH:7]=1. Procedure: To a solution of 9.70 g (22.0 mmol) of enone 13 in 60 mL of THF at −23° C. was added dropwise a solution of 11.1 g (34.6 mmol) of (−)-B-chlorodiisopinocampheylborane in 30 mL of THF. After 4 h, the reaction was quenched by the dropwise addition of 5 mL of methanol and then warmed to room temperature. After pouring into 200 mL of a 2/1 mixture of ethyl acetate/saturated NH4Cl, the layers were separated, and the aqueous phase was extracted with ethyl acetate (2×100 mL). Combined organic layers wer...